The task is: describe an organic reaction: reactants, conditions, products, and yield. This data is from the Open Reaction Database (ORD), a public repository of structured organic reaction records. Reactants: C(C)(C)(C)OC(N[C@@H]1C(O[C@H]([C@@H]([C@H](CCC1)CCO)OC1=CC=CC=C1)C)=O)=O (tert-butyl((3S,7R,8R,9S)-7-(2-hydroxyethyl)-9-methyl-2-oxo-8-phenoxyoxonan-3-yl)carbamate), BrC(Br)(Br)Br (perbromomethane), C1(=CC=CC=C1)P(C1=CC=CC=C1)C1=CC=CC=C1 (triphenylphosphine), CC(=O)C (acetone), C(Br)(Br)(Br)Br (CBr4), C1=CC=C(C=C1)P(C2=CC=CC=C2)C3=CC=CC=C3 (Ph3P). The solvent is hexanes, C(Cl)Cl (CH2Cl2). Run at time 70 minute. The product is C(C)(C)(C)OC(N[C@@H]1C(O[C@H]([C@@H]([C@H](CCC1)CCBr)OC1=CC=CC=C1)C)=O)=O (tert-butyl((3S,7R,8R,9S)-7-(2-bromoethyl)-9-methyl-2-oxo-8-phenoxyoxonan-3-yl)carbamate). Yield: 88.1%. Reaction SMILES: [C:1]([O:5][C:6](=[O:29])[NH:7][C@H:8]1[CH2:16][CH2:15][CH2:14][C@H:13]([CH2:17][CH2:18]O)[C@@H:12]([O:20][C:21]2[CH:26]=[CH:25][CH:24]=[CH:23][CH:22]=2)[C@H:11]([CH3:27])[O:10][C:9]1=[O:28])([CH3:4])([CH3:3])[CH3:2].[Br:30]C(Br)(Br)Br.C1(P(C2C=CC=CC=2)C2C=CC=CC=2)C=CC=CC=1.CC(C)=O>C(Cl)Cl>[C:1]([O:5][C:6](=[O:29])[NH:7][C@H:8]1[CH2:16][CH2:15][CH2:14][C@H:13]([CH2:17][CH2:18][Br:30])[C@@H:12]([O:20][C:21]2[CH:26]=[CH:25][CH:24]=[CH:23][CH:22]=2)[C@H:11]([CH3:27])[O:10][C:9]1=[O:28])([CH3:4])([CH3:3])[CH3:2]. Procedure details: To a solution of tert-butyl((3S,7R,8R,9S)-7-(2-hydroxyethyl)-9-methyl-2-oxo-8-phenoxyoxonan-3-yl)carbamate (700 mg, 1.718 mmol) in CH2Cl2 (17 mL) at 0° C. (icewater bath) were added perbromomethane (627 mg, 1.890 mmol) and triphenylphosphine (541 mg, 2.061 mmol). After 70 min, TLC (2:1 hexanes:acetone) showed incomplete conversion so additional CBr4 and Ph3P (64 mg and 54 mg, respectively) were added and the reaction was stirred for an additional 20 min. The reaction was concentrated and purifie...